From a dataset of the Open Reaction Database (ORD), a public repository of structured organic reaction records. describe an organic reaction: reactants, conditions, products, and yield Reactants: O=C(Cl)c1ccccc1, N#C[Cu]. The product is N#CC(=O)c1ccccc1. Reaction SMILES: [C:1]([c:2]1[cH:3][cH:4][cH:5][cH:6][cH:7]1)(=[O:8])[Cl:9].[Cu:10][C:11]#[N:12]>>[C:1]([c:2]1[cH:3][cH:4][cH:5][cH:6][cH:7]1)(=[O:8])[C:11]#[N:12]. Reactants: CC1=NOC(=C1CN1N=CC(=C1)N1C(N(CC1=O)CC=1C=C(C=O)C=CC1)=O)C (3-((3-(1-((3,5-dimethylisoxazol-4-yl)methyl)-1H-pyrazol-4-yl)-2,4-dioxoimidazolidin-1-yl)methyl)benzaldehyde). Reagents/catalysts: [Pd] (Pd/C). Run in C(C)O (ethanol). Product: CC1=NOC(=C1CN1N=CC(=C1)N1C(N(CC1=O)CC1=CC(=CC=C1)CO)=O)C (3-(1-((3,5-dimethylisoxazol-4-yl)methyl)-1H-pyrazol-4-yl)-1-(3-(hydroxymethyl)benzyl)imidazolidine-2,4-dione). RXN SMILES: [CH3:1][C:2]1[C:6]([CH2:7][N:8]2[CH:12]=[C:11]([N:13]3[C:17](=[O:18])[CH2:16][N:15]([CH2:19][C:20]4[CH:21]=[C:22]([CH:25]=[CH:26][CH:27]=4)[CH:23]=[O:24])[C:14]3=[O:28])[CH:10]=[N:9]2)=[C:5]([CH3:29])[O:4][N:3]=1>C(O)C.[Pd]>[CH3:1][C:2]1[C:6]([CH2:7][N:8]2[CH:12]=[C:11]([N:13]3[C:17](=[O:18])[CH2:16][N:15]([CH2:19][C:20]4[CH:27]=[CH:26][CH:25]=[C:22]([CH2:23][OH:24])[CH:21]=4)[C:14]3=[O:28])[CH:10]=[N:9]2)=[C:5]([CH3:29])[O:4][N:3]=1. Reported procedure: 3-((3-(1-((3,5-dimethylisoxazol-4-yl)methyl)-1H-pyrazol-4-yl)-2,4-dioxoimidazolidin-1-yl)methyl)benzaldehyde (example 10-24) (131 mg, 0.3 mmol) was dissolved in 2 mL ethanol. The solution was passed through the H-Cube instrument at room temperature using 10% Pd/C catalyst at a flow rate of 1 ml/minute. The collected fraction was concentrated, redissolved in 2 mL ethanol and purified by HPLC (10-95% Acetonitrile/Water, 25 minutes). The purified fractions were combined and concentrated to give the... Starting materials: Cl (hydrogen chloride), ClC=1C(=CC2=C(C(CC3=C(S2)C=C(C=C3)OC)O)C1)OC (8-chloro-10-hydroxy-3,7-dimethoxy-10,11-dihydrodibenzo(b,f)-thiepine), [Cl-].[Ca+2].[Cl-] (calcium chloride). The solvent is C(Cl)Cl (methylene chloride). Reaction conditions: time 3 hour. The product is ClC=1C(=CC2=C(C(CC3=C(S2)C=C(C=C3)OC)Cl)C1)OC (8,10-dichloro-3,7-dimethoxy-10,11-dihydrodibenzo(b,f)-thiepine). Reaction SMILES: [ClH:1].[Cl:2][C:3]1[C:4]([O:21][CH3:22])=[CH:5][C:6]2[S:12][C:11]3[CH:13]=[C:14]([O:17][CH3:18])[CH:15]=[CH:16][C:10]=3[CH2:9][CH:8](O)[C:7]=2[CH:20]=1.[Cl-].[Ca+2].[Cl-]>C(Cl)Cl>[Cl:2][C:3]1[C:4]([O:21][CH3:22])=[CH:5][C:6]2[S:12][C:11]3[CH:13]=[C:14]([O:17][CH3:18])[CH:15]=[CH:16][C:10]=3[CH2:9][CH:8]([Cl:1])[C:7]=2[CH:20]=1 |f:2.3.4|. Procedure details: Anhydrous hydrogen chloride was passed at 0° C. into a stirred solution of the alcohol from the above experiment (22.5 g) in methylene chloride (500 ml) for 3 hours. Anhydrous calcium chloride (5 g) was added, the mixture stirred at room temperature for 3 hours and filtered. The filtrate was evaporated under diminished pressure, yielding 23.4 g of crude 8,10-dichloro-3,7-dimethoxy-10,11-dihydrodibenzo(b,f)-thiepine. The compound was crystallized from methylene chloride and melted in the pure sta... Reactants: CCOCC, CS(C)=O, OC1CCC(O)CC1, N#Cc1ccc(F)cc1C(F)(F)F, [H-], [Na+], O. Product: N#Cc1ccc(OC2CCC(O)CC2)cc1C(F)(F)F. Reaction SMILES: [CH2:29]([O:30][CH2:31][CH3:32])[CH3:33].[CH3:25][S:26]([CH3:27])=[O:28].[CH:1]1([OH:8])[CH2:2][CH2:3][CH:4]([OH:7])[CH2:5][CH2:6]1.[F:11][c:12]1[cH:13][c:14]([C:20]([F:21])([F:22])[F:23])[c:15]([C:16]#[N:17])[cH:18][cH:19]1.[H-:9].[Na+:10].[OH2:24]>>[CH:1]1([O:8][c:12]2[cH:13][c:14]([C:20]([F:21])([F:22])[F:23])[c:15]([C:16]#[N:17])[cH:18][cH:19]2)[CH2:2][CH2:3][CH:4]([OH:7])[CH2:5][CH2:6]1. Starting materials: Cc1cc(CCC(=O)OC(C)(C)C)cc(-c2nc(=O)c3ccccc3s2)n1, O=C(O)C(F)(F)F. Yields the product Cc1cc(CCC(=O)O)cc(-c2nc(=O)c3ccccc3s2)n1. As a reaction SMILES: [CH3:1][c:2]1[n:3][c:4](-[c:17]2[s:18][c:19]3[c:20]([c:21](=[O:23])[n:22]2)[cH:24][cH:25][cH:26][cH:27]3)[cH:5][c:6]([CH2:8][CH2:9][C:10](=[O:11])[O:12][C:13]([CH3:14])([CH3:15])[CH3:16])[cH:7]1.[OH:28][C:29]([C:30]([F:31])([F:32])[F:33])=[O:34]>>[CH3:1][c:2]1[n:3][c:4](-[c:17]2[s:18][c:19]3[c:20]([c:21](=[O:23])[n:22]2)[cH:24][cH:25][cH:26][cH:27]3)[cH:5][c:6]([CH2:8][CH2:9][C:10](=[O:11])[OH:12])[cH:7]1.